Dataset: the Open Reaction Database (ORD), a public repository of structured organic reaction records. Task: describe an organic reaction: reactants, conditions, products, and yield Reactants: C(C)[C@@H]1C(NC2=CC=C(C=C2N1C(C1=CC=C(C=C1)OC)=O)F)=O ((3R)-3-ethyl-6-fluoro-4-(4-methoxybenzoyl)-3,4-dihydroquinoxalin-2(1H)-one), C([O-])([O-])=O.[K+].[K+] (potassium carbonate), C([O-])([O-])=O.[Cs+].[Cs+] (cesium carbonate), ICC (iodoethane). Run in C(C)#N (acetonitrile). Conditions: temperature 50 celsius, time 10 hour. Product: C(C)N1C([C@H](N(C2=CC(=CC=C12)F)C(C1=CC=C(C=C1)OC)=O)CC)=O ((3R)-1,3-diethyl-6-fluoro-4-(4-methoxybenzoyl)-3,4-dihydroquinoxalin-2(1H)-one). Yield: 96.6%. As a reaction SMILES: [CH2:1]([C@H:3]1[N:12]([C:13](=[O:22])[C:14]2[CH:19]=[CH:18][C:17]([O:20][CH3:21])=[CH:16][CH:15]=2)[C:11]2[C:6](=[CH:7][CH:8]=[C:9]([F:23])[CH:10]=2)[NH:5][C:4]1=[O:24])[CH3:2].C(=O)([O-])[O-].[K+].[K+].C(=O)([O-])[O-].[Cs+].[Cs+].I[CH2:38][CH3:39]>C(#N)C>[CH2:38]([N:5]1[C:6]2[C:11](=[CH:10][C:9]([F:23])=[CH:8][CH:7]=2)[N:12]([C:13](=[O:22])[C:14]2[CH:19]=[CH:18][C:17]([O:20][CH3:21])=[CH:16][CH:15]=2)[C@H:3]([CH2:1][CH3:2])[C:4]1=[O:24])[CH3:39] |f:1.2.3,4.5.6|. Procedure: To a stirred solution of (3R)-3-ethyl-6-fluoro-4-(4-methoxybenzoyl)-3,4-dihydroquinoxalin-2(1H)-one (0.20 g, 0.61 mmol) in acetonitrile (5 mL) under nitrogen was added potassium carbonate (0.050 g, 0.36 mmol), cesium carbonate (0.11 g, 0.33 mmol) and iodoethane (0.15 mL, 0.29 g, 1.9 mmol). The reaction was stirred for 10 h at 50° C. and then 5 h at 63° C. The solvent was evaporated, and the residue was partitioned between ethyl acetate and water. The layers were separated and the organic layer w... Reactants: O (water), C([O-])([O-])=O.[K+].[K+] (potassium carbonate), NCCN1CCCCC1 (1-(2-aminoethyl)piperidine), FC1=C(C=C(C=C1)C=1OC2=C(N1)C=CC=C2)[N+](=O)[O-] (2-(4-fluoro-3-nitrophenyl)benzoxazole). The solvent is C(C)#N (acetonitrile). Yields the product N1(CCCCC1)CCNC1=C(C=C(C=C1)C=1OC2=C(N1)C=CC=C2)[N+](=O)[O-] (N-(2-(piperidin-1-yl)ethyl)-4-(benzoxazol-2-yl)-2-nitroaniline). The yield is 93.7%. As a reaction SMILES: F[C:2]1[CH:7]=[CH:6][C:5]([C:8]2[O:9][C:10]3[CH:16]=[CH:15][CH:14]=[CH:13][C:11]=3[N:12]=2)=[CH:4][C:3]=1[N+:17]([O-:19])=[O:18].C(=O)([O-])[O-].[K+].[K+].[NH2:26][CH2:27][CH2:28][N:29]1[CH2:34][CH2:33][CH2:32][CH2:31][CH2:30]1.O>C(#N)C>[N:29]1([CH2:28][CH2:27][NH:26][C:2]2[CH:7]=[CH:6][C:5]([C:8]3[O:9][C:10]4[CH:16]=[CH:15][CH:14]=[CH:13][C:11]=4[N:12]=3)=[CH:4][C:3]=2[N+:17]([O-:19])=[O:18])[CH2:34][CH2:33][CH2:32][CH2:31][CH2:30]1 |f:1.2.3|. Reported procedure: To a suspension of 2-(4-fluoro-3-nitrophenyl)benzoxazole (see Working Example 15-2) (200 mg, 0.775 mmol) in acetonitrile (5 mL) was added potassium carbonate (214 mg, 1.55 mmol) and 1-(2-aminoethyl)piperidine (119 mg, 0.93 mmol), and this was heated to reflux for 3 hours. After the reaction was complete, this was cooled to room temperature, water was added, and after the precipitated crystals were filtered and washed with water, they were dried to yield the title compound (266 mg, 94% yield) as ... Starting materials: COP(OC)(=O)C (methane phosphonic acid dimethylester), CC(C)CC#CCC (2-methyl-hept-4-yne), C(CCC)[Li] (butyl lithium), C(C)(=O)O (acetic acid). Solvent: O1CCCC1 (tetra-hydrofuran), O1CCCC1 (tetrahydrofuran), CCCCCC (hexane). Reaction conditions: time 15 minute. Yields the product COP(OC)(=O)CC(C(CC#CCC)C)=O (3-methyl-2-oxo-oct-5-ynyl-phosphonic acid-dimethylester). As a reaction SMILES: C([Li])CCC.[CH3:6][O:7][P:8]([CH3:12])(=[O:11])[O:9][CH3:10].[CH3:13][CH:14]([CH2:16][C:17]#[C:18][CH2:19][CH3:20])[CH3:15].C(O)(=[O:23])C>CCCCCC.O1CCCC1>[CH3:6][O:7][P:8]([CH2:12][C:13](=[O:23])[CH:14]([CH3:15])[CH2:16][C:17]#[C:18][CH2:19][CH3:20])(=[O:11])[O:9][CH3:10]. Reported procedure: 646 ml of a 1.52% butyl lithium solution in hexane is dripped into a solution of 176 g of methane phosphonic acid dimethylester in 2 liters of tetra-hydrofuran at -70° C.; the mixture is stirred for 15 minutes and slowly a solution of 82.5 g of 2-methyl-hept-4-yne acid ethylester in 320 ml of tetrahydrofuran is added. This mixture is stirred for 4 h at -70° C., neutralized with acetic acid and vacuum evaporated. The residue is reacted with 200 ml of water, extracted three times with 600 ml of me... The reactants are C1(CCCCC1)N=C=NC1CCCCC1 (N,N'-dicyclohexylcarbodiimide), C(CCCCCC)C1=CN2C(S1)=NC(=C2)C(=O)O (2-heptylimidazo[2,1-b]-thiazole-6-carboxylic acid), C(CCCCCCC)OC1=CC=C(C=C1)O (4-octyloxyphenol). Reagents/catalysts: CN(C1=CC=NC=C1)C (4-(dimethylamino)pyridine). The solvent is ClCCl (dichloromethane). Yields the product C(CCCCCC)C1=CN2C(S1)=NC(=C2)C(=O)OC2=CC=C(C=C2)OCCCCCCCC (4-octyloxyphenyl 2-heptylimidazo[2,1-b]thiazole-6-carboxylate). RXN SMILES: C1(N=C=NC2CCCCC2)CCCCC1.[CH2:16]([C:23]1[S:27][C:26]2=[N:28][C:29]([C:31]([OH:33])=[O:32])=[CH:30][N:25]2[CH:24]=1)[CH2:17][CH2:18][CH2:19][CH2:20][CH2:21][CH3:22].[CH2:34]([O:42][C:43]1[CH:48]=[CH:47][C:46](O)=[CH:45][CH:44]=1)[CH2:35][CH2:36][CH2:37][CH2:38][CH2:39][CH2:40][CH3:41]>CN(C)C1C=CN=CC=1.ClCCl>[CH2:16]([C:23]1[S:27][C:26]2=[N:28][C:29]([C:31]([O:33][C:46]3[CH:47]=[CH:48][C:43]([O:42][CH2:34][CH2:35][CH2:36][CH2:37][CH2:38][CH2:39][CH2:40][CH3:41])=[CH:44][CH:45]=3)=[O:32])=[CH:30][N:25]2[CH:24]=1)[CH2:17][CH2:18][CH2:19][CH2:20][CH2:21][CH3:22]. Procedure details: 1.2 g of N,N'-dicyclohexylcarbodiimide are added in portions to a solution of 1.3 g of 2-heptylimidazo[2,1-b]-thiazole-6-carboxylic acid, 1 g of 4-octyloxyphenol and 0.1 g of 4-(dimethylamino)pyridine in 25 ml of dichloromethane within 10 minutes while stirring. The mixture is stirred overnight at room temperature and then filtered. The filtrate is diluted with dichloromethane, washed with two portions of 50 ml each of saturated sodium carbonate solution and then with water, dried over magnesium...